This data is from the Open Reaction Database (ORD), a public repository of structured organic reaction records. The task is: describe an organic reaction: reactants, conditions, products, and yield Reactants: [H-].[Al+3].[Li+].[H-].[H-].[H-] (Lithium aluminum hydride), O (water), solution, C(C)(C)(C)C1=C(C(=CC(=C1)NC1=NC=C(N=C1)C(=O)OC)C(C)(C)C)O (2,6-di-tert-butyl-4-[(5-methoxycarbonyl-2-pyrazinyl)-amino]phenol), C(C)(C)(C)C1=C(C(=CC(=C1)NC1=NC=C(N=C1)C(=O)OC)C(C)(C)C)O (2,6-di-tert-butyl-4-[(5-methoxycarbonyl-2-pyrazinyl)-amino]phenol), S(=O)(=O)([O-])[O-].[Mg+2] (magnesium sulfate). Solvent: O1CCCC1 (tetrahydrofuran), C(C)OCC (diethyl ether). The product is C(C)(C)(C)C1=C(C(=CC(=C1)NC1=NC=C(N=C1)CO)C(C)(C)C)O (2,6-di-tert-butyl-4-[(5-hydroxymethyl-2-pyrazinyl)amino]phenol). The yield is 65.1%. RXN SMILES: [H-].[Al+3].[Li+].[H-].[H-].[H-].[C:7]([C:11]1[CH:16]=[C:15]([NH:17][C:18]2[CH:23]=[N:22][C:21]([C:24](OC)=[O:25])=[CH:20][N:19]=2)[CH:14]=[C:13]([C:28]([CH3:31])([CH3:30])[CH3:29])[C:12]=1[OH:32])([CH3:10])([CH3:9])[CH3:8].O.S([O-])([O-])(=O)=O.[Mg+2]>C(OCC)C.O1CCCC1>[C:7]([C:11]1[CH:16]=[C:15]([NH:17][C:18]2[CH:23]=[N:22][C:21]([CH2:24][OH:25])=[CH:20][N:19]=2)[CH:14]=[C:13]([C:28]([CH3:31])([CH3:30])[CH3:29])[C:12]=1[OH:32])([CH3:10])([CH3:9])[CH3:8] |f:0.1.2.3.4.5,8.9|. Procedure details: Lithium aluminum hydride (0.14 g) was suspended in 26 ml of diethyl ether. While the suspension was stirred at room temperature, 13 ml of a solution of 0.50 g of 2,6-di-tert-butyl-4-[(5-methoxycarbonyl-2-pyrazinyl)-amino]phenol (Compound 20) in tetrahydrofuran was added thereto. The resulting mixture was further stirred at room temperature for 4 hours. With cooling on an ice bath 0.5 ml of water was added thereto, followed by addition of 1.4 g of magnesium sulfate, and the mixture was stirred fo... Reactants: O=Cc1cc(F)cc(Br)c1, CS(N)(=O)=O. The product is CS(=O)(=O)NCc1cc(F)cc(Br)c1. RXN SMILES: [Br:1][c:2]1[cH:3][c:4]([CH:5]=[O:6])[cH:7][c:8]([F:10])[cH:9]1.[CH3:11][S:12](=[O:13])(=[O:14])[NH2:15]>>[Br:1][c:2]1[cH:3][c:4]([CH2:5][NH:15][S:12]([CH3:11])(=[O:13])=[O:14])[cH:7][c:8]([F:10])[cH:9]1.